From a dataset of the Open Reaction Database (ORD), a public repository of structured organic reaction records. describe an organic reaction: reactants, conditions, products, and yield Reactants: FC1=C(C=CC=C1)C(CC(=O)OCC)=O (Ethyl 3-(2-fluorophenyl)-3-oxopropanoate), Cl.FC1=C(C=CC=C1)NN (2-fluorophenyl hydrazine hydrochloride). Solvent: C(C)(=O)O (acetic acid). Reaction conditions: temperature 135 celsius, time 3 hour. Yields the product FC1=C(C=CC=C1)N1N=C(CC1=O)C1=C(C=CC=C1)F (2,5-bis(2-fluorophenyl)-2,4-dihydro-3H-pyrazol-3-one). As a reaction SMILES: [F:1][C:2]1[CH:7]=[CH:6][CH:5]=[CH:4][C:3]=1[C:8](=O)[CH2:9][C:10]([O:12]CC)=O.Cl.[F:17][C:18]1[CH:23]=[CH:22][CH:21]=[CH:20][C:19]=1[NH:24][NH2:25]>C(O)(=O)C>[F:17][C:18]1[CH:23]=[CH:22][CH:21]=[CH:20][C:19]=1[N:24]1[C:10](=[O:12])[CH2:9][C:8]([C:3]2[CH:4]=[CH:5][CH:6]=[CH:7][C:2]=2[F:1])=[N:25]1 |f:1.2|. Procedure: Ethyl 3-(2-fluorophenyl)-3-oxopropanoate (2.5 g, 12 mmol) and 2-fluorophenyl hydrazine hydrochloride (1.5 g, 12 mmol, 1.0 equiv) were dissolved in acetic acid (24 mL) and placed into a preheated oil bath at 120° C. for 3 hours and then heated for an additional 2 hours at 135° C. The mixture was cooled to ambient temperature, concentrated in vacuo and then concentrated once from toluene (1×25 mL). The residue was suspended in dichloromethane, filtered and the solid was washed once with dichlorome... Yields the product BrC=1C(=NC=NC1)CN1C(C2=CC=CC=C2C1=O)=O (2-[(5-Bromopyrimidin-4-yl)methyl]isoindoline-1,3-dione). The solvent is O (water), C(C)(=O)OCC (ethyl acetate), O (water), [OH-].[Na+] (sodium hydroxide), C(C)(=O)O (acetic acid). Procedure: 5-Bromo-4-methylpyrimidine (2.90 g, 16.8 mmol) in acetic acid (40 mL) was stirred with bromine (3.18 g, 20.2 mmol) at 80° C. for 40 minutes. After completion of the reaction, the reaction solution was cooled, diluted with ethyl acetate and neutralized with water and 1 M aqueous sodium hydroxide, and the organic layer was separated, dried over anhydrous magnesium sulfate and evaporated under reduced pressure. The resulting residue was purified by silica gel column chromatography (hexane/ethyl ace... As a reaction SMILES: [Br:1][C:2]1[C:3]([CH3:8])=[N:4][CH:5]=[N:6][CH:7]=1.BrBr.[C:11]1(=[O:21])[NH:15][C:14](=[O:16])[C:13]2=[CH:17][CH:18]=[CH:19][CH:20]=[C:12]12.[K]>C(O)(=O)C.C(OCC)(=O)C.O.[OH-].[Na+]>[Br:1][C:2]1[C:3]([CH2:8][N:15]2[C:11](=[O:21])[C:12]3[C:13](=[CH:17][CH:18]=[CH:19][CH:20]=3)[C:14]2=[O:16])=[N:4][CH:5]=[N:6][CH:7]=1 |f:2.3,7.8,^1:21|. Reactants: BrC=1C(=NC=NC1)C (5-Bromo-4-methylpyrimidine), BrBr (bromine), C1(C=2C(C(N1)=O)=CC=CC2)=O.[K] (potassium phthalimide). The yield is 88.3%.